From a dataset of the Open Reaction Database (ORD), a public repository of structured organic reaction records. describe an organic reaction: reactants, conditions, products, and yield Starting materials: Cl (hydrochloric acid), aqueous solution, [BH4-].[Na+] (sodium borohydride), C(#N)C1=CC2=C(OC(C=C2N2C(C=C(C=C2)CCC(=O)OCC)=O)(C)C)C=C1 (6-cyano-2,2-dimethyl-4-{1,2-dihydro-2-oxo-4-(2-ethoxycarbonylethyl)-1-pyridinyl}-2H-benzo[b]pyran). Run in O1CCOCC1 (dioxane). Reaction conditions: time 1 hour. The product is C(#N)C1=CC2=C(OC(C=C2N2C(C=C(C=C2)CCCO)=O)(C)C)C=C1 (6-cyano-2,2-dimethyl-4-(1,2-dihydro-2-oxo-4-(3-hydroxypropyl)-1-pyridinyl}-2H-benzo[b]pyran). Isolated yield 89.9%. As a reaction SMILES: [C:1]([C:3]1[CH:28]=[CH:27][C:6]2[O:7][C:8]([CH3:26])([CH3:25])[CH:9]=[C:10]([N:11]3[CH:16]=[CH:15][C:14]([CH2:17][CH2:18][C:19](OCC)=[O:20])=[CH:13][C:12]3=[O:24])[C:5]=2[CH:4]=1)#[N:2].[BH4-].[Na+].Cl>O1CCOCC1>[C:1]([C:3]1[CH:28]=[CH:27][C:6]2[O:7][C:8]([CH3:26])([CH3:25])[CH:9]=[C:10]([N:11]3[CH:16]=[CH:15][C:14]([CH2:17][CH2:18][CH2:19][OH:20])=[CH:13][C:12]3=[O:24])[C:5]=2[CH:4]=1)#[N:2] |f:1.2|. Reported procedure: In 16 ml of dioxane, is dissolved 617 mg of 6-cyano-2,2-dimethyl-4-{1,2-dihydro-2-oxo-4-(2-ethoxycarbonylethyl)-1-pyridinyl}-2H-benzo[b]pyran obtained in Example 33. Then, 16 ml of an aqueous solution containing 617 m of sodium borohydride is added at room temperature and reacted first at room temperature for 1.5 hours and then at 60° C. for one hour. After stopping the reaction by adding 20 ml of 2M aqueous hydrochloric acid, the reaction mixture is extracted with ethyl acetate. The organic lay... Reactants: O (water), C(C)ON1CCC2(C(=C(C(N2)=O)C2=C(C=C(C=C2C)C)C)O)CC1 (8-ethoxy-4-hydroxy-3-(2,4,6-trimethyl-phenyl)-1,8-diaza-spiro[4.5]dec-3-en-2-one), N1=CC=CC=C1 (pyridine), C(C(C)(C)C)(=O)Cl (pivaloyl chloride). The solvent is C(C)(=O)OCC (ethyl acetate), O1CCCC1 (tetrahydrofuran). Conditions: time 20 hour. The product is C(C)ON1CCC2(C(=C(C(N2)=O)C2=C(C=C(C=C2C)C)C)OC(C(C)(C)C)=O)CC1 (2,2-dimethyl-propionic acid 8-ethoxy-2-oxo-3-(2,4,6-trimethyl-phenyl)-1,8-diaza-spiro[4.5]dec-3-en-4-yl ester). As a reaction SMILES: [CH2:1]([O:3][N:4]1[CH2:24][CH2:23][C:7]2([NH:11][C:10](=[O:12])[C:9]([C:13]3[C:18]([CH3:19])=[CH:17][C:16]([CH3:20])=[CH:15][C:14]=3[CH3:21])=[C:8]2[OH:22])[CH2:6][CH2:5]1)[CH3:2].N1C=CC=CC=1.[C:31](Cl)(=[O:36])[C:32]([CH3:35])([CH3:34])[CH3:33].O>O1CCCC1.C(OCC)(=O)C>[CH2:1]([O:3][N:4]1[CH2:5][CH2:6][C:7]2([NH:11][C:10](=[O:12])[C:9]([C:13]3[C:18]([CH3:19])=[CH:17][C:16]([CH3:20])=[CH:15][C:14]=3[CH3:21])=[C:8]2[O:22][C:31](=[O:36])[C:32]([CH3:35])([CH3:34])[CH3:33])[CH2:23][CH2:24]1)[CH3:2]. Reported procedure: To 143 mg of 8-ethoxy-4-hydroxy-3-(2,4,6-trimethyl-phenyl)-1,8-diaza-spiro[4.5]dec-3-en-2-one in 1 ml of tetrahydrofuran are added 36 □l of pyridine and 53 □l of pivaloyl chloride. After stirring at room temperature for 20 hours, water and ethyl acetate are added and the phases separated. The aqueous phase is extracted with ethyl acetate, the combined organic phases dried with sodium sulfate, filtered and concentrated. Chromatography (heptane/ethyl acetate 2:1) yielded 117 mg of 2,2-dimethyl-pro... Reactants: ClC1=NC=CC(=N1)C=1C=NN(C1)C(CC1CCN(CC1)C(=O)OC(C)(C)C)CC#N (tert-butyl 4-(2-(4-(2-chloropyrimidin-4-yl)-1H-pyrazol-1-yl)-3-cyanopropyl)piperidine-1-carboxylate), NC1=CC=C(C=C1)N1C(COCC1)=O (4-(4-aminophenyl)-3-morpholinone). The product is O=C1COCCN1C1=CC=C(C=C1)NC1=NC=CC(=N1)C=1C=NN(C1)C(CC#N)CC1CCNCC1 (3-(4-(2-(4-(3-oxomorpholino)phenylamino)pyrimidin-4-yl)-1H-pyrazol-1-yl)-4-(piperidin-4-yl)butanenitrile). RXN SMILES: Cl[C:2]1[N:7]=[C:6]([C:8]2[CH:9]=[N:10][N:11]([CH:13]([CH2:28][C:29]#[N:30])[CH2:14][CH:15]3[CH2:20][CH2:19][N:18](C(OC(C)(C)C)=O)[CH2:17][CH2:16]3)[CH:12]=2)[CH:5]=[CH:4][N:3]=1.[NH2:31][C:32]1[CH:37]=[CH:36][C:35]([N:38]2[CH2:43][CH2:42][O:41][CH2:40][C:39]2=[O:44])=[CH:34][CH:33]=1>>[O:44]=[C:39]1[N:38]([C:35]2[CH:34]=[CH:33][C:32]([NH:31][C:2]3[N:7]=[C:6]([C:8]4[CH:9]=[N:10][N:11]([CH:13]([CH2:14][CH:15]5[CH2:20][CH2:19][NH:18][CH2:17][CH2:16]5)[CH2:28][C:29]#[N:30])[CH:12]=4)[CH:5]=[CH:4][N:3]=3)=[CH:37][CH:36]=2)[CH2:43][CH2:42][O:41][CH2:40]1. Procedure: This compound was prepared as a racemic mixture, by coupling of tert-butyl 4-(2-(4-(2-chloropyrimidin-4-yl)-1H-pyrazol-1-yl)-3-cyanopropylpiperidine-1-carboxylate (from example 1, step 4) with 4-(4-aminophenyl)-3-morpholinone (from Affinitis Pharma) according to the procedure described in example 1, step 6. LCMS (M+H) 487.1. Reactants: halo, CC=1NC(=C(C(C1C(=O)OC)C1=CC(=CC=C1)[N+](=O)[O-])C(=O)O)C ((-)-2,6-dimethyl-3-carbomethoxy-4-(3-nitrophenyl)-5-carboxy-1,4-dihydropyridine), O=S(Cl)Cl (SOCl2). Yields the product CC=1NC(=C(C(C1C(=O)OC)C1=CC(=CC=C1)[N+](=O)[O-])C(=O)Cl)C (2,6-dimethyl-3-carbomethoxy-4-(3-nitrophenyl)-5-chlorocarbonyl-1,4-dihydropyridine). Reaction SMILES: [CH3:1][C:2]1[NH:3][C:4]([CH3:24])=[C:5]([C:21](O)=[O:22])[CH:6]([C:12]2[CH:17]=[CH:16][CH:15]=[C:14]([N+:18]([O-:20])=[O:19])[CH:13]=2)[C:7]=1[C:8]([O:10][CH3:11])=[O:9].O=S(Cl)[Cl:27]>>[CH3:1][C:2]1[NH:3][C:4]([CH3:24])=[C:5]([C:21]([Cl:27])=[O:22])[CH:6]([C:12]2[CH:17]=[CH:16][CH:15]=[C:14]([N+:18]([O-:20])=[O:19])[CH:13]=2)[C:7]=1[C:8]([O:10][CH3:11])=[O:9]. Reported procedure: Compounds of formula 1 may also be prepared by the following variation of Scheme IV, especially where optically active compounds are desired. A suitable dihydropyridine derivative acid is prepared and the optical isomers separated (where desired) following the procedure set forth by T. Shibanuma, et al., Chem. Pharm. Bull., 28, 2809-2812 (1980). For example, 2,6-dimethyl-3-carbomethoxy-4-(3-nitrophenyl)-5-carboxy-1,4-dihydropyridine is N-protected, and subsequently resolved with an optically act...